From a dataset of the Open Reaction Database (ORD), a public repository of structured organic reaction records. describe an organic reaction: reactants, conditions, products, and yield RXN SMILES: [Br:20][Si:21]([CH3:22])([CH3:23])[CH3:24].[CH:1]1([C:4]([OH:5])([c:6]2[s:7][cH:8][cH:9][c:10]2[CH3:11])[c:12]2[c:13]([CH3:19])[cH:14][c:15]([CH3:18])[cH:16][cH:17]2)[CH2:2][CH2:3]1.[Cl:26][CH2:27][Cl:28].[OH2:25]>>[CH:1]([CH2:2][CH2:3][Br:20])=[C:4]([c:6]1[s:7][cH:8][cH:9][c:10]1[CH3:11])[c:12]1[c:13]([CH3:19])[cH:14][c:15]([CH3:18])[cH:16][cH:17]1. The reactants are C[Si](C)(C)Br, Cc1ccc(C(O)(c2sccc2C)C2CC2)c(C)c1, ClCCl, O. The product is Cc1ccc(C(=CCCBr)c2sccc2C)c(C)c1. Reactants: [Al+3], [Al+3], c1ccc(CN2CCC3(CC2)OCCO3)cc1, [Cl-], [Cl-], [Cl-], [H-], [H-], [H-], [H-], [Li+], [Na+], [OH-], O. The product is OCCOC1CCN(Cc2ccccc2)CC1. Reaction SMILES: [Al+3:2].[Al+3:6].[CH2:11]([c:12]1[cH:13][cH:14][cH:15][cH:16][cH:17]1)[N:18]1[CH2:19][CH2:20][C:21]2([O:22][CH2:23][CH2:24][O:25]2)[CH2:26][CH2:27]1.[Cl-:1].[Cl-:3].[Cl-:4].[H-:10].[H-:5].[H-:8].[H-:9].[Li+:7].[Na+:29].[OH-:28].[OH2:30]>>[CH2:11]([c:12]1[cH:13][cH:14][cH:15][cH:16][cH:17]1)[N:18]1[CH2:19][CH2:20][CH:21]([O:22][CH2:23][CH2:24][OH:25])[CH2:26][CH2:27]1. The reactants are ClC=1C(=NC=CN1)N1CCNCC1 (3′-chloro-3,4,5,6-tetrahydro-2H-[1,2′]bipyrazinyl), CC1=C(C=NN1C1=CC=CC=C1)C=O (5-methyl-1-phenyl-1H-pyrazole-4-carbaldehyde), C(C)(=O)O[BH-](OC(C)=O)OC(C)=O.[Na+] (sodium triacetoxyborohydride). Run in O1CCCC1 (tetrahydrofuran). Yields the product ClC=1C(=NC=CN1)N1CCN(CC1)CC=1C=NN(C1C)C1=CC=CC=C1 (3′-chloro-4-(5-methyl-1-phenyl-1H-pyrazol-4-ylmethyl)-3,4,5,6-tetrahydro-2H-[1,2′]bipyrazinyl). Isolated yield 66.9%. RXN SMILES: [Cl:1][C:2]1[C:3]([N:8]2[CH2:13][CH2:12][NH:11][CH2:10][CH2:9]2)=[N:4][CH:5]=[CH:6][N:7]=1.[CH3:14][C:15]1[N:19]([C:20]2[CH:25]=[CH:24][CH:23]=[CH:22][CH:21]=2)[N:18]=[CH:17][C:16]=1[CH:26]=O.C(O[BH-](OC(=O)C)OC(=O)C)(=O)C.[Na+]>O1CCCC1>[Cl:1][C:2]1[C:3]([N:8]2[CH2:9][CH2:10][N:11]([CH2:26][C:16]3[CH:17]=[N:18][N:19]([C:20]4[CH:25]=[CH:24][CH:23]=[CH:22][CH:21]=4)[C:15]=3[CH3:14])[CH2:12][CH2:13]2)=[N:4][CH:5]=[CH:6][N:7]=1 |f:2.3|. Reported procedure: Stir together 3′-chloro-3,4,5,6-tetrahydro-2H-[1,2′]bipyrazinyl (1.6 g, 8.43 mmol) and 5-methyl-1-phenyl-1H-pyrazole-4-carbaldehyde (2.35 g, 12.6 mmol) in dry tetrahydrofuran (10 mL) at room temperature for 15 min., under nitrogen. Add sodium triacetoxyborohydride (2.68 g, 12.6 mmol) and stir reaction for 1 hr. Quench reaction mixture with saturated aq. sodium bicarbonate (50 mL), then extract with DCM (3×50 mL) and pass through an IST Phase Separator Frit®. Concentrate and purify (silica gel ch... Yields the product O=C(c1cc(Nc2ccc3c(c2)CC2(C3)C(=O)Nc3ncccc32)ncn1)N1CCc2cc(F)ccc21. Reaction SMILES: [CH3:40][CH:41]([OH:42])[CH3:43].[CH3:44][CH2:45][O:46][CH2:47][CH3:48].[Cl:20][c:21]1[cH:22][c:23]([C:27](=[O:28])[N:29]2[CH2:30][CH2:31][c:32]3[cH:33][c:34]([F:38])[cH:35][cH:36][c:37]32)[n:24][cH:25][n:26]1.[ClH:39].[NH2:1][c:2]1[cH:3][c:4]2[c:8]([cH:9][cH:10]1)[CH2:7][C:6]1([CH2:5]2)[C:11](=[O:19])[NH:12][c:13]2[n:14][cH:15][cH:16][cH:17][c:18]21>>[NH:1]([c:2]1[cH:3][c:4]2[c:8]([cH:9][cH:10]1)[CH2:7][C:6]1([CH2:5]2)[C:11](=[O:19])[NH:12][c:13]2[n:14][cH:15][cH:16][cH:17][c:18]21)[c:21]1[cH:22][c:23]([C:27](=[O:28])[N:29]2[CH2:30][CH2:31][c:32]3[cH:33][c:34]([F:38])[cH:35][cH:36][c:37]32)[n:24][cH:25][n:26]1. The reactants are CC(C)O, CCOCC, O=C(c1cc(Cl)ncn1)N1CCc2cc(F)ccc21, Cl, Nc1ccc2c(c1)CC1(C2)C(=O)Nc2ncccc21.